This data is from the Open Reaction Database (ORD), a public repository of structured organic reaction records. The task is: describe an organic reaction: reactants, conditions, products, and yield Reactants: C1(CCCCC1)N=C=NC1CCCCC1 (dicyclohexylcarbodiimide), C(C)(N)=NO (acetamidoxime), C(=O)(OC(C)(C)C)N[C@@H](C(C)C)C(=O)O (BOC-L-valine). The solvent is ClCCl (dichloromethane), N1=CC=CC=C1 (pyridine), ClCCl (dichloromethane). Product: N[C@@H](C(C)C)C1=NC(=NO1)C ((S)-5-(1-amino-2-methylpropyl)-3-methyl-1,2,4-oxadiazole). RXN SMILES: C([NH:8][C@H:9]([C:13]([OH:15])=O)[CH:10]([CH3:12])[CH3:11])(OC(C)(C)C)=O.C1(N=C=NC2CCCCC2)CCCCC1.[C:31](=[N:34]O)([NH2:33])[CH3:32]>ClCCl.N1C=CC=CC=1>[NH2:8][C@H:9]([C:13]1[O:15][N:34]=[C:31]([CH3:32])[N:33]=1)[CH:10]([CH3:11])[CH3:12]. Reported procedure: A solution of BOC-L-valine (4.34 g, 20.0 mmol) in dichloromethane (20 mL) was cooled to 0° C. and treated dropwise with a solution of dicyclohexylcarbodiimide (2.06 g, 10.0 mmol) in dichloromethane (5 mL). After 1 hour the white solid which had formed was removed by filtration and the filtrate concentrated under reduced pressure. The residue was dissolved in pyridine (15 mL) and treated with acetamidoxime (488 mg, 6.6 mmol) in pyridine (5 mL) and the mixture heated at reflux for 1 hour. The pyri... Starting materials: COC=1C=C(C=C(C1OC)OC)C1=NC=CC(=C1)CN1CCC(CC1)C(=O)N (1-[[2-(3,4,5-trimethoxyphenyl)pyridin-4-yl]methyl]piperidine-4-carboxamide), C(C)O (ethanol), FC(C(=O)OI(OC(C(F)(F)F)=O)C1=CC=CC=C1)(F)F ([bis(trifluoroacetoxy)iodo]benzene), C(C)#N (acetonitrile). Conditions: time 8 hour. Product: C(C)OC(=O)NC1CCN(CC1)CC1=CC(=NC=C1)C1=CC(=C(C(=C1)OC)OC)OC (4-(Ethoxycarbonylamino)-1-[[2-(3,4,5-trimethoxyphenyl)pyridin-4-yl]methyl]piperidine). As a reaction SMILES: [CH3:1][O:2][C:3]1[CH:4]=[C:5]([C:13]2[CH:18]=[C:17]([CH2:19][N:20]3[CH2:25][CH2:24][CH:23](C(N)=O)[CH2:22][CH2:21]3)[CH:16]=[CH:15][N:14]=2)[CH:6]=[C:7]([O:11][CH3:12])[C:8]=1[O:9][CH3:10].[CH2:29]([OH:31])[CH3:30].FC(F)(F)C(OI(C1C=CC=CC=1)O[C:39](=[O:44])C(F)(F)F)=O.C(#[N:55])C>>[CH2:29]([O:31][C:39]([NH:55][CH:23]1[CH2:24][CH2:25][N:20]([CH2:19][C:17]2[CH:16]=[CH:15][N:14]=[C:13]([C:5]3[CH:4]=[C:3]([O:2][CH3:1])[C:8]([O:9][CH3:10])=[C:7]([O:11][CH3:12])[CH:6]=3)[CH:18]=2)[CH2:21][CH2:22]1)=[O:44])[CH3:30]. Procedure: To a solution of 1-[[2-(3,4,5-trimethoxyphenyl)pyridin-4-yl]methyl]piperidine-4-carboxamide (528 mg) in a mixed solvent of ethanol (10 mL) and acetonitrile (10 mL) was added [bis(trifluoroacetoxy)iodo]benzene (884 mg). The mixture was stirred at room temperature overnight and evaporated. Saturated aqueous sodium hydrogen carbonate was added to the residue and extracted with chloroform. The organic layer was washed with brine, dried over anhydrous magnesium sulfate and evaporated. The residue was... The reactants are C=1C=CC(=CC1)P(C=2C=CC=CC2)C3=CC=C4C=CC=CC4=C3C5=C6C=CC=CC6=CC=C5P(C=7C=CC=CC7)C=8C=CC=CC8 (rac-BINAP), BrC1=CC=CC=C1 (bromobenzene), C([O-])([O-])=O.[Cs+].[Cs+] (cesium carbonate), FC(C1=CC=C(C=C1)NC=1C2=C(N=CN1)CNCC2)(F)F (N-(4-(Trifluoromethyl)phenyl)-5,6,7,8-tetrahydropyrido[3,4-d]pyrimidin-4-amine). The reagents and catalysts are C(C)(=O)[O-].[Pd+2].C(C)(=O)[O-] (palladium(II)acetate). The solvent is O1CCOCC1 (Dioxane). Run at temperature 160 celsius, time 3 hour. Yields the product C1(=CC=CC=C1)N1CC=2N=CN=C(C2CC1)NC1=CC=C(C=C1)C(F)(F)F (7-(Phenyl)-N-(4-(trifluoromethyl)phenyl)-5,6,7,8-tetrahydropyrido[3,4-d]pyrimidin-4-amine). Reaction SMILES: C1C=CC(P(C2C(C3C(P(C4C=CC=CC=4)C4C=CC=CC=4)=CC=C4C=3C=CC=C4)=C3C(C=CC=C3)=CC=2)C2C=CC=CC=2)=CC=1.Br[C:48]1[CH:53]=[CH:52][CH:51]=[CH:50][CH:49]=1.C(=O)([O-])[O-].[Cs+].[Cs+].[F:60][C:61]([F:80])([F:79])[C:62]1[CH:67]=[CH:66][C:65]([NH:68][C:69]2[C:70]3[CH2:78][CH2:77][NH:76][CH2:75][C:71]=3[N:72]=[CH:73][N:74]=2)=[CH:64][CH:63]=1>C([O-])(=O)C.[Pd+2].C([O-])(=O)C.O1CCOCC1>[C:48]1([N:76]2[CH2:77][CH2:78][C:70]3[C:69]([NH:68][C:65]4[CH:64]=[CH:63][C:62]([C:61]([F:80])([F:60])[F:79])=[CH:67][CH:66]=4)=[N:74][CH:73]=[N:72][C:71]=3[CH2:75]2)[CH:53]=[CH:52][CH:51]=[CH:50][CH:49]=1 |f:2.3.4,6.7.8|. Reported procedure: To 2 mL of Dioxane was added 10 mol % of palladium(II)acetate (12 mg) and 20 mol % rac-BINAP (58 mg). After stirring for 3 hours, bromobenzene was added (0.054 ml, 0.53 mmol), cesium carbonate (682 mg, 2.12 mmol), N-(4-(Trifluoromethyl)phenyl)-5,6,7,8-tetrahydropyrido[3,4-d]pyrimidin-4-amine (150 mg, 0.51 mmol) and activated molecular sieves (340 mg). The mixture was sonicated for 10 minutes and heated in a sealed tube via microwave at 160° C. for 3 hours in a Personal Chemistry Microwave (Smith... Starting materials: O=C(Nc1c(Br)cc(C(F)(C(F)(F)F)C(F)(F)C(F)(F)F)cc1Br)c1ccc(-n2cncn2)c([N+](=O)[O-])c1, CCO, Cl, [Fe], O. Yields the product Nc1cc(C(=O)Nc2c(Br)cc(C(F)(C(F)(F)F)C(F)(F)C(F)(F)F)cc2Br)ccc1-n1cncn1. RXN SMILES: [Br:1][c:2]1[c:3]([NH:22][C:23]([c:24]2[cH:25][c:26]([N+:35]([O-:36])=[O:37])[c:27](-[n:30]3[n:31][cH:32][n:33][cH:34]3)[cH:28][cH:29]2)=[O:38])[c:4]([Br:21])[cH:5][c:6]([C:8]([C:9]([C:10]([F:11])([F:12])[F:13])([F:14])[F:15])([C:16]([F:17])([F:18])[F:19])[F:20])[cH:7]1.[CH3:40][CH2:41][OH:42].[ClH:39].[Fe:44].[OH2:43]>>[Br:1][c:2]1[c:3]([NH:22][C:23]([c:24]2[cH:25][c:26]([NH2:35])[c:27](-[n:30]3[n:31][cH:32][n:33][cH:34]3)[cH:28][cH:29]2)=[O:38])[c:4]([Br:21])[cH:5][c:6]([C:8]([C:9]([C:10]([F:11])([F:12])[F:13])([F:14])[F:15])([C:16]([F:17])([F:18])[F:19])[F:20])[cH:7]1. The reactants are BrC1=CC(=CC2=C1OC[C@H]1[C@H]2CNC[C@@H]1CO)OC ((±)-[4R*,4aS*,10bR*]-7-bromo-4-(hydroxymethyl)-1,3,4,4a,5,10b-hexahydro-9-methoxy-2H-[1]benzopyrano[4,3-c]pyridine), C=O (HCHO). Solvent: C(=O)O (HCO2H). Yields the product BrC1=CC(=CC2=C1OC[C@H]1[C@H]2CN(C[C@@H]1CO)C)OC ((±)-[4R*,4aS*,10bR*]-7-Bromo-4-(hydroxymethyl)-1,3,4,4a,5,10b-hexahydro-9-methoxy-2-methyl-2H-[1]benzopyrano[4,3-c]pyridine). Reaction SMILES: [Br:1][C:2]1[C:7]2[O:8][CH2:9][C@@H:10]3[C@@H:15]([CH2:16][OH:17])[CH2:14][NH:13][CH2:12][C@H:11]3[C:6]=2[CH:5]=[C:4]([O:18][CH3:19])[CH:3]=1.[CH2:20]=O>C(O)=O>[Br:1][C:2]1[C:7]2[O:8][CH2:9][C@@H:10]3[C@@H:15]([CH2:16][OH:17])[CH2:14][N:13]([CH3:20])[CH2:12][C@H:11]3[C:6]=2[CH:5]=[C:4]([O:18][CH3:19])[CH:3]=1. Reported procedure: A solution of 1.65 g (±)-[4R*,4aS*,10bR*]-7-bromo-4-(hydroxymethyl)-1,3,4,4a,5,10b-hexahydro-9-methoxy-2H-[1]benzopyrano[4,3-c]pyridine in 0.5 ml 37% HCHO and 2.2 ml HCO2H is heated at 100° for 20 min. The reaction mixture is concentrated in vacuo and partitioned between 10 ml 2N NaOH and 50 ml CH2Cl2. The organic phase is dried over Na2SO4, filtered and concentrated under reduced pressure to yield the title compound; m.p. of HCl salt 262° dec.